This data is from the Open Reaction Database (ORD), a public repository of structured organic reaction records. The task is: describe an organic reaction: reactants, conditions, products, and yield Reported procedure: A mixture of 3-(2-(1-(tert-butoxycarbonyl)piperidin-4-yl)-4-methyl-1H-imidazol-5-yl)-4-methylbenzoic acid (compound 182.2, 506 mg), 4-(azetidin-3-yl)benzonitrile hydrochloride (compound 5.2, 296 mg, 1.52 mmol), EDCI (315 mg, 1.65 mmol), HOBt (107 mg, 0.64 mmol) and DIEA (877 μL, 5.08 mmol) in DMF (25 mL) was stirred at room temperature for 16 hours. The reaction was concentrated under reduced pressure, diluted with saturated NaHCO3 (20 mL) and extracted with EtOAc (50 mL). The organic phase was ... Reaction conditions: time 16 hour. Solvent: CN(C)C=O (DMF). As a reaction SMILES: [C:1]([O:5][C:6]([N:8]1[CH2:13][CH2:12][CH:11]([C:14]2[NH:15][C:16]([C:20]3[CH:21]=[C:22]([CH:26]=[CH:27][C:28]=3[CH3:29])[C:23](O)=[O:24])=[C:17]([CH3:19])[N:18]=2)[CH2:10][CH2:9]1)=[O:7])([CH3:4])([CH3:3])[CH3:2].Cl.[NH:31]1[CH2:34][CH:33]([C:35]2[CH:42]=[CH:41][C:38]([C:39]#[N:40])=[CH:37][CH:36]=2)[CH2:32]1.CCN=C=NCCCN(C)C.C1C=CC2N(O)N=NC=2C=1.CCN(C(C)C)C(C)C>CN(C=O)C>[C:39]([C:38]1[CH:37]=[CH:36][C:35]([CH:33]2[CH2:32][N:31]([C:23]([C:22]3[CH:26]=[CH:27][C:28]([CH3:29])=[C:20]([C:16]4[N:15]=[C:14]([CH:11]5[CH2:10][CH2:9][N:8]([C:6]([O:5][C:1]([CH3:3])([CH3:2])[CH3:4])=[O:7])[CH2:13][CH2:12]5)[NH:18][C:17]=4[CH3:19])[CH:21]=3)=[O:24])[CH2:34]2)=[CH:42][CH:41]=1)#[N:40] |f:1.2|. The reactants are C(C)(C)(C)OC(=O)N1CCC(CC1)C=1NC(=C(N1)C)C=1C=C(C(=O)O)C=CC1C (3-(2-(1-(tert-butoxycarbonyl)piperidin-4-yl)-4-methyl-1H-imidazol-5-yl)-4-methylbenzoic acid), C(C)(C)(C)OC(=O)N1CCC(CC1)C=1NC(=C(N1)C)C=1C=C(C(=O)O)C=CC1C (3-(2-(1-(tert-butoxycarbonyl)piperidin-4-yl)-4-methyl-1H-imidazol-5-yl)-4-methylbenzoic acid), Cl.N1CC(C1)C1=CC=C(C#N)C=C1 (4-(azetidin-3-yl)benzonitrile hydrochloride), Cl.N1CC(C1)C1=CC=C(C#N)C=C1 (4-(azetidin-3-yl)benzonitrile hydrochloride), CCN=C=NCCCN(C)C (EDCI), C=1C=CC2=C(C1)N=NN2O (HOBt), CCN(C(C)C)C(C)C (DIEA). The product is C(#N)C1=CC=C(C=C1)C1CN(C1)C(=O)C=1C=CC(=C(C1)C=1N=C(NC1C)C1CCN(CC1)C(=O)OC(C)(C)C)C (t-Butyl 4-(4-(5-(3-(4-cyanophenyl)azetidine-1-carbonyl)-2-methylphenyl)-5-methyl-1H-imidazol-2-yl)piperidine-1-carboxylate). Isolated yield 69.6%. The reactants are CCCC[N+](CCCC)(CCCC)CCCC.[F-] (TBAF), [Si](C)(C)(C(C)(C)C)OCCC(C)N1N=C(N=N1)C1=CC(=CC=C1)Cl (2-(3-{[tert-butyl(dimethyl)silyl]oxy}-1-methylpropyl)-5-(3-chlorophenyl)-2H-tetrazole). Solvent: C1CCOC1 (THF). Yields the product ClC=1C=C(C=CC1)C=1N=NN(N1)C(CCO)C (3-[5-(3-chlorophenyl)-2H-tetrazol-2-yl]butan-1-ol). The yield is 91.0%. RXN SMILES: CCCC[N+](CCCC)(CCCC)CCCC.[F-].[Si]([O:26][CH2:27][CH2:28][CH:29]([N:31]1[N:35]=[N:34][C:33]([C:36]2[CH:41]=[CH:40][CH:39]=[C:38]([Cl:42])[CH:37]=2)=[N:32]1)[CH3:30])(C(C)(C)C)(C)C>C1COCC1>[Cl:42][C:38]1[CH:37]=[C:36]([C:33]2[N:34]=[N:35][N:31]([CH:29]([CH3:30])[CH2:28][CH2:27][OH:26])[N:32]=2)[CH:41]=[CH:40][CH:39]=1 |f:0.1|. Procedure: TBAF was added to a solution of 2-(3-{[tert-butyl(dimethyl)silyl]oxy}-1-methylpropyl)-5-(3-chlorophenyl)-2H-tetrazole in THF (25 mL). The mixture was concentrated after 4 h and the crude was purified by flash column chromatography (SiO2, Heptane-EtOAc 1:1) to give 0.90 g (91%) of the title compound. Yields the product O=C(Nc1c(Cl)ccc2nc(N3CCNCC3)ccc12)C1(C2CCCCC2)CC1. The reactants are C1CNCCN1, CC#N, O=C(Nc1c(Cl)ccc2nc(Cl)ccc12)C1(C2CCCCC2)CC1. As a reaction SMILES: [CH2:25]1[CH2:26][NH:27][CH2:28][CH2:29][NH:30]1.[CH3:31][C:32]#[N:33].[CH:1]1([C:7]2([C:10](=[O:11])[NH:12][c:13]3[c:14]4[cH:15][cH:16][c:17]([Cl:24])[n:18][c:19]4[cH:20][cH:21][c:22]3[Cl:23])[CH2:8][CH2:9]2)[CH2:2][CH2:3][CH2:4][CH2:5][CH2:6]1>>[CH:1]1([C:7]2([C:10](=[O:11])[NH:12][c:13]3[c:14]4[cH:15][cH:16][c:17]([N:27]5[CH2:26][CH2:25][NH:30][CH2:29][CH2:28]5)[n:18][c:19]4[cH:20][cH:21][c:22]3[Cl:23])[CH2:8][CH2:9]2)[CH2:2][CH2:3][CH2:4][CH2:5][CH2:6]1. Starting materials: COC(=O)C(Cc1ccc([N+](=O)[O-])cc1)NC(=O)C1(CCNC(=O)OC(C)(C)C)CCCC1, COc1ccc(P2(=S)SP(=S)(c3ccc(OC)cc3)S2)cc1, C1COCCO1, Cc1ccccc1. The product is COC(=O)C(Cc1ccc([N+](=O)[O-])cc1)NC(=S)C1(CCNC(=O)OC(C)(C)C)CCCC1. RXN SMILES: [CH3:1][O:2][C:3]([CH:4]([NH:5][C:6](=[O:7])[C:8]1([CH2:13][CH2:14][NH:15][C:16](=[O:17])[O:18][C:19]([CH3:20])([CH3:21])[CH3:22])[CH2:9][CH2:10][CH2:11][CH2:12]1)[CH2:23][c:24]1[cH:25][cH:26][c:27]([N+:30](=[O:31])[O-:32])[cH:28][cH:29]1)=[O:33].[CH3:34][O:35][c:36]1[cH:37][cH:38][c:39]([P:40]2(=[S:43])[S:41][P:42]([c:44]3[cH:45][cH:46][c:47]([O:48][CH3:49])[cH:50][cH:51]3)(=[S:52])[S:53]2)[cH:54][cH:55]1.[O:56]1[CH2:57][CH2:58][O:59][CH2:60][CH2:61]1.[c:62]1([CH3:63])[cH:64][cH:65][cH:66][cH:67][cH:68]1>>[CH3:1][O:2][C:3]([CH:4]([NH:5][C:6]([C:8]1([CH2:13][CH2:14][NH:15][C:16](=[O:17])[O:18][C:19]([CH3:20])([CH3:21])[CH3:22])[CH2:9][CH2:10][CH2:11][CH2:12]1)=[S:43])[CH2:23][c:24]1[cH:25][cH:26][c:27]([N+:30](=[O:31])[O-:32])[cH:28][cH:29]1)=[O:33]. The reactants are CC(=O)O[BH-](OC(C)=O)OC(C)=O, CC(=O)O, CCOC(C)=O, c1ccc(N2CCNCC2)c(C2CCCCCCC2)c1, CC(C)C=O, [Na+], [Na+], C1CCOC1, O=C([O-])O. Product: CC(C)CN1CCN(c2ccccc2C2CCCCCCC2)CC1. RXN SMILES: [C:26]([O:27][BH-:28]([O:29][C:30](=[O:31])[CH3:32])[O:33][C:34](=[O:35])[CH3:36])(=[O:37])[CH3:38].[CH3:40][C:41](=[O:42])[OH:43].[CH3:54][CH2:55][O:56][C:57](=[O:58])[CH3:59].[CH:1]1([c:9]2[c:10]([N:15]3[CH2:16][CH2:17][NH:18][CH2:19][CH2:20]3)[cH:11][cH:12][cH:13][cH:14]2)[CH2:2][CH2:3][CH2:4][CH2:5][CH2:6][CH2:7][CH2:8]1.[CH:21]([CH:22]([CH3:23])[CH3:24])=[O:25].[Na+:39].[Na+:44].[O:49]1[CH2:50][CH2:51][CH2:52][CH2:53]1.[OH:45][C:46](=[O:47])[O-:48]>>[CH:1]1([c:9]2[c:10]([N:15]3[CH2:16][CH2:17][N:18]([CH2:21][CH:22]([CH3:23])[CH3:24])[CH2:19][CH2:20]3)[cH:11][cH:12][cH:13][cH:14]2)[CH2:2][CH2:3][CH2:4][CH2:5][CH2:6][CH2:7][CH2:8]1. The reactants are C(=O)(OC(C)(C)C)N[C@@H](CC1=CC=C(C=C1)O)C(=O)OC (N-Boc-(L)tyrosine, methyl ester), C([O-])([O-])=O.[K+].[K+] (potassium carbonate), FC1=C(C=CC=C1)[N+](=O)[O-] (1-fluoro-2-nitrobenzene). Solvent: CCOCC (ether), CN(C=O)C (dimethylformamide). Conditions: time 3 day. Yields the product C(=O)(OC(C)(C)C)N[C@@H](CC1=CC=C(C=C1)OC1=C(C=CC=C1)[N+](=O)[O-])C(=O)OC (N-Boc-4-(2-nitrophenoxy)-(L)-phenylalanine, methyl ester). As a reaction SMILES: [C:1]([NH:8][C@H:9]([C:18]([O:20][CH3:21])=[O:19])[CH2:10][C:11]1[CH:16]=[CH:15][C:14]([OH:17])=[CH:13][CH:12]=1)([O:3][C:4]([CH3:7])([CH3:6])[CH3:5])=[O:2].C(=O)([O-])[O-].[K+].[K+].F[C:29]1[CH:34]=[CH:33][CH:32]=[CH:31][C:30]=1[N+:35]([O-:37])=[O:36]>CN(C)C=O.CCOCC>[C:1]([NH:8][C@H:9]([C:18]([O:20][CH3:21])=[O:19])[CH2:10][C:11]1[CH:12]=[CH:13][C:14]([O:17][C:29]2[CH:34]=[CH:33][CH:32]=[CH:31][C:30]=2[N+:35]([O-:37])=[O:36])=[CH:15][CH:16]=1)([O:3][C:4]([CH3:5])([CH3:7])[CH3:6])=[O:2] |f:1.2.3|. Reported procedure: To a solution of N-Boc-(L)tyrosine, methyl ester (500 mg) and potassium carbonate (467 mg) in dimethylformamide (5 mL) was added dropwise 1-fluoro-2-nitrobenzene (189 μL). The yellow solution was stirred for 3 days at room temperature. The mixture was diluted with ether which was subsequently washed with 1N hydrochloric acid, water, saturated salt solution and dried over anhydrous magnesium sulfate. After filtration, the solvent was removed by rotoevaporation to yield the title compound (700 mg)... Starting materials: CS(=O)(=O)Cl, CCOC(=O)c1cccc(-c2cc3c(C(=O)NC)c(-c4ccc(F)cc4)oc3cc2N)c1, c1ccncc1. The product is CCOC(=O)c1cccc(-c2cc3c(C(=O)NC)c(-c4ccc(F)cc4)oc3cc2NS(C)(=O)=O)c1. Reaction SMILES: [CH3:1][S:2]([Cl:3])(=[O:4])=[O:5].[NH2:6][c:7]1[cH:8][c:9]2[c:10]([c:11]([C:21]([NH:22][CH3:23])=[O:24])[c:12](-[c:14]3[cH:15][cH:16][c:17]([F:20])[cH:18][cH:19]3)[o:13]2)[cH:25][c:26]1-[c:27]1[cH:28][c:29]([C:30](=[O:31])[O:32][CH2:33][CH3:34])[cH:35][cH:36][cH:37]1.[cH:38]1[cH:39][cH:40][n:41][cH:42][cH:43]1>>[CH3:1][S:2](=[O:4])(=[O:5])[NH:6][c:7]1[cH:8][c:9]2[c:10]([c:11]([C:21]([NH:22][CH3:23])=[O:24])[c:12](-[c:14]3[cH:15][cH:16][c:17]([F:20])[cH:18][cH:19]3)[o:13]2)[cH:25][c:26]1-[c:27]1[cH:28][c:29]([C:30](=[O:31])[O:32][CH2:33][CH3:34])[cH:35][cH:36][cH:37]1. Starting materials: CCOC(=O)C1=C(C=NO)Nc2nccn2C1c1cccc([N+](=O)[O-])c1, CC(=O)[O-], CC(=O)OC(C)=O, CC(=O)O, [Na+], O. Product: CCOC(=O)C1=C(C#N)Nc2nccn2C1c1cccc([N+](=O)[O-])c1. As a reaction SMILES: [CH2:1]([CH3:2])[O:3][C:4](=[O:5])[C:6]1=[C:7]([CH:24]=[N:25][OH:26])[NH:8][c:9]2[n:10]([cH:21][cH:22][n:23]2)[CH:11]1[c:12]1[cH:13][c:14]([N+:18](=[O:19])[O-:20])[cH:15][cH:16][cH:17]1.[CH3:28][C:29](=[O:30])[O-:31].[CH3:32][C:33]([O:34][C:35](=[O:36])[CH3:37])=[O:38].[CH3:40][C:41](=[O:42])[OH:43].[Na+:27].[OH2:39]>>[CH2:1]([CH3:2])[O:3][C:4](=[O:5])[C:6]1=[C:7]([C:24]#[N:25])[NH:8][c:9]2[n:10]([cH:21][cH:22][n:23]2)[CH:11]1[c:12]1[cH:13][c:14]([N+:18](=[O:19])[O-:20])[cH:15][cH:16][cH:17]1. The reactants are FC(C(=O)O)(CN1CCN(CC1)C(NC)=O)F (2,2-difluoro-3-(4-(methylcarbamoyl)piperazin-1-yl)propanoic acid), ClC1=C(C=CC(=C1COC1=CC=CC=2N(C(=NC21)OC)CC2=NC=CC=C2)Cl)N(C(CNC(CCC2=CC=C(C(=O)NCCOC)C=C2)=O)=O)C (4-(3-((2-((2,4-dichloro-3-(((2-methoxy-1-(pyridin-2-ylmethyl)-1H-benzo[d]imidazol-4-yl)oxy)methyl)phenyl)(methyl)amino)-2-oxoethyl)amino)-3-oxopropyl)-N-(2-methoxyethyl)benzamide), NCC(=O)N(C)C1=C(C(=C(C=C1)Cl)COC1=CC=CC=2N(C(=NC21)OC)CC2=NC=CC=C2)Cl (2-amino-N-(2,4-dichloro-3-(((2-methoxy-1-(pyridin-2-ylmethyl)-1H-benzo[d]imidazol-4-yl)oxy)methyl)phenyl)-N-methylacetamide), CN(C)C(=[N+](C)C)ON1C2=C(C=CC=C2)N=N1.[B-](F)(F)(F)F (TBTU). The product is ClC1=C(C=CC(=C1COC1=CC=CC=2N(C(=NC21)OC)CC2=NC=CC=C2)Cl)N(C(CNC(C(CN2CCN(CC2)C(=O)NC)(F)F)=O)=O)C (4-(3-((2-((2,4-dichloro-3-(((2-methoxy-1-(pyridin-2-ylmethyl)-1H-benzo[d]imidazol-4-yl)oxy)methyl)phenyl)(methyl)amino)-2-oxoethyl)amino)-2,2-difluoro-3-oxopropyl)-N-methylpiperazine-1-carboxamide). RXN SMILES: [F:1][C:2]([F:17])([CH2:6][N:7]1[CH2:12][CH2:11][N:10]([C:13](=[O:16])[NH:14][CH3:15])[CH2:9][CH2:8]1)[C:3]([OH:5])=O.[NH2:18][CH2:19][C:20]([N:22]([C:24]1[CH:29]=[CH:28][C:27]([Cl:30])=[C:26]([CH2:31][O:32][C:33]2[C:41]3[N:40]=[C:39]([O:42][CH3:43])[N:38]([CH2:44][C:45]4[CH:50]=[CH:49][CH:48]=[CH:47][N:46]=4)[C:37]=3[CH:36]=[CH:35][CH:34]=2)[C:25]=1[Cl:51])[CH3:23])=[O:21].CN(C(ON1N=NC2C=CC=CC1=2)=[N+](C)C)C.[B-](F)(F)(F)F.ClC1C(COC2C3N=C(OC)N(CC4C=CC=CN=4)C=3C=CC=2)=C(Cl)C=CC=1N(C)C(=O)CNC(=O)CCC1C=CC(C(NCCOC)=O)=CC=1>>[Cl:51][C:25]1[C:26]([CH2:31][O:32][C:33]2[C:41]3[N:40]=[C:39]([O:42][CH3:43])[N:38]([CH2:44][C:45]4[CH:50]=[CH:49][CH:48]=[CH:47][N:46]=4)[C:37]=3[CH:36]=[CH:35][CH:34]=2)=[C:27]([Cl:30])[CH:28]=[CH:29][C:24]=1[N:22]([CH3:23])[C:20](=[O:21])[CH2:19][NH:18][C:3](=[O:5])[C:2]([F:1])([F:17])[CH2:6][N:7]1[CH2:12][CH2:11][N:10]([C:13]([NH:14][CH3:15])=[O:16])[CH2:9][CH2:8]1 |f:2.3|. Reported procedure: 2,2-difluoro-3-(4-(methylcarbamoyl)piperazin-1-yl)propanoic acid and 2-amino-N-(2,4-dichloro-3-(((2-methoxy-1-(pyridin-2-ylmethyl)-1H-benzo[d]imidazol-4-yl)oxy)methyl)phenyl)-N-methylacetamide are coupling using TBTU as described for compound 1 to give 4-(3-((2-((2,4-dichloro-3-(((2-methoxy-1-(pyridin-2-ylmethyl)-1H-benzo[d]imidazol-4-yl)oxy)methyl)phenyl)(methyl)amino)-2-oxoethyl)amino)-2,2-difluoro-3-oxopropyl)-N-methylpiperazine-1-carboxamide. LCMS (APCI) 733 (M+). The reactants are CCCc1onc(-c2nc(-c3ccc(CN4CC(C(=O)OC(C)(C)C)C4)cc3)no2)c1CC(C)C, O=C(O)C(F)(F)F. Yields the product CCCc1onc(-c2nc(-c3ccc(CN4CC(C(=O)O)C4)cc3)no2)c1CC(C)C, O=C(O)C(F)(F)F. Reaction SMILES: [CH2:1]([CH:2]([CH3:3])[CH3:4])[c:5]1[c:6](-[c:13]2[n:14][c:15](-[c:18]3[cH:19][cH:20][c:21]([CH2:22][N:23]4[CH2:24][CH:25]([C:27](=[O:28])[O:29][C:30]([CH3:31])([CH3:32])[CH3:33])[CH2:26]4)[cH:34][cH:35]3)[n:16][o:17]2)[n:7][o:8][c:9]1[CH2:10][CH2:11][CH3:12].[F:36][C:37]([C:38](=[O:39])[OH:40])([F:41])[F:42]>>[CH2:1]([CH:2]([CH3:3])[CH3:4])[c:5]1[c:6](-[c:13]2[n:14][c:15](-[c:18]3[cH:19][cH:20][c:21]([CH2:22][N:23]4[CH2:24][CH:25]([C:27](=[O:28])[OH:29])[CH2:26]4)[cH:34][cH:35]3)[n:16][o:17]2)[n:7][o:8][c:9]1[CH2:10][CH2:11][CH3:12].[F:36][C:37]([C:38](=[O:39])[OH:40])([F:41])[F:42].